This data is from the Open Reaction Database (ORD), a public repository of structured organic reaction records. The task is: describe an organic reaction: reactants, conditions, products, and yield The reactants are NC=1C=C(C=CC1)C1=CC=CC=C1 (3-aminobiphenyl), C(C=C)(=O)OC (methyl acrylate), cupric acetate, C(C=C)(=O)OC (methyl acrylate), cupric acetate. Reaction conditions: temperature 90 celsius, time 5 hour. The product is COC(CCNC=1C=C(C=CC1)C1=CC=CC=C1)=O (3-(Biphenyl-3-ylamino)-propionic acid methyl ester). Yield: 41.0%. RXN SMILES: [NH2:1][C:2]1[CH:3]=[C:4]([C:8]2[CH:13]=[CH:12][CH:11]=[CH:10][CH:9]=2)[CH:5]=[CH:6][CH:7]=1.[C:14]([O:18][CH3:19])(=[O:17])[CH:15]=[CH2:16]>>[CH3:19][O:18][C:14](=[O:17])[CH2:15][CH2:16][NH:1][C:2]1[CH:3]=[C:4]([C:8]2[CH:9]=[CH:10][CH:11]=[CH:12][CH:13]=2)[CH:5]=[CH:6][CH:7]=1. Reported procedure: In a round bottom flask was added 3-aminobiphenyl 2.6 g (15.3 mmol), methyl acrylate 1.5 g (16.9 mmol) and cupric acetate 0.1 g, the reaction mixture was stirred 5 hour at 90° C., another 5 equivalent of methyl acrylate 7 g (75 mmol), and 0.25 g of cupric acetate was added, and the reaction mixture was heated for another 5 hours. The crude was purified using silica gel chromatography using 15% of ethyl acetate and petroleum ether. Yield to 1.6 g of oil. The reactants are NC=1C=CC(=C(C1)N1N=C(N(C1=O)CC1=CC=C(C=C1)C1=C(C=CC=C1)S(NC(C1=C(C=CC=C1)Cl)=O)(=O)=O)CCCC)Cl (2-(5-amino-2-chlorophenyl)-5-n-butyl-4-[[2'-[N-(2-chlorobenzoyl)sulfamoyl]biphenyl-4-yl]methyl]-2,4-dihydro-3H-1,2,4-triazol-3-one), ClC(=O)OCCC (propyl chloroformate). The reagents and catalysts are CN(C)C=1C=CN=CC1 (DMAP). The solvent is N1=CC=CC=C1 (pyridine). Product: C(CCC)C=1N(C(N(N1)C1=C(C=CC(=C1)NC(=O)OCCC)Cl)=O)CC1=CC=C(C=C1)C1=C(C=CC=C1)S(NC(C1=C(C=CC=C1)Cl)=O)(=O)=O (5-n-Butyl-4-[[2'-[N-(2-chlorobenzoyl)sulfamoyl]biphenyl-4-yl]methyl]-2-[2-chloro-5-[(propoxycarbonyl)amino]phenyl]-2,4-dihydro-3H-1,2,4-triazol-3-one). Isolated yield 65.7%. RXN SMILES: [NH2:1][C:2]1[CH:3]=[CH:4][C:5]([Cl:44])=[C:6]([N:8]2[C:12](=[O:13])[N:11]([CH2:14][C:15]3[CH:20]=[CH:19][C:18]([C:21]4[CH:26]=[CH:25][CH:24]=[CH:23][C:22]=4[S:27](=[O:39])(=[O:38])[NH:28][C:29](=[O:37])[C:30]4[CH:35]=[CH:34][CH:33]=[CH:32][C:31]=4[Cl:36])=[CH:17][CH:16]=3)[C:10]([CH2:40][CH2:41][CH2:42][CH3:43])=[N:9]2)[CH:7]=1.Cl[C:46]([O:48][CH2:49][CH2:50][CH3:51])=[O:47]>CN(C1C=CN=CC=1)C.N1C=CC=CC=1>[CH2:40]([C:10]1[N:11]([CH2:14][C:15]2[CH:16]=[CH:17][C:18]([C:21]3[CH:26]=[CH:25][CH:24]=[CH:23][C:22]=3[S:27](=[O:38])(=[O:39])[NH:28][C:29](=[O:37])[C:30]3[CH:35]=[CH:34][CH:33]=[CH:32][C:31]=3[Cl:36])=[CH:19][CH:20]=2)[C:12](=[O:13])[N:8]([C:6]2[CH:7]=[C:2]([NH:1][C:46]([O:48][CH2:49][CH2:50][CH3:51])=[O:47])[CH:3]=[CH:4][C:5]=2[Cl:44])[N:9]=1)[CH2:41][CH2:42][CH3:43]. Procedure details: At room temperature, under N2, a solution of 20 mg (0.031 mmole) of 2-(5-amino-2-chlorophenyl)-5-n-butyl-4-[[2'-[N-(2-chlorobenzoyl)sulfamoyl]biphenyl-4-yl]methyl]-2,4-dihydro-3H-1,2,4-triazol-3-one (from Example 60), 3.8 mg (0.031 mmole) of DMAP, 18.9 mg (0.154 mmole) of propyl chloroformate, and 1 mL pyridine was stirred overnight. After quenching with methanol and water, the organic material was extracted with EtOAc, washed with water and brine, and dried over sodium sulfate. The crude produc...